Dataset: the Open Reaction Database (ORD), a public repository of structured organic reaction records. Task: describe an organic reaction: reactants, conditions, products, and yield Reactants: OS(=O)(=O)O (H2SO4), BrC1=C2CC(C(C2=C(C=C1)Br)=O)C (4,7-Dibromo-2-methyl-indan-1-one), CO (methanol), [BH4-].[Na+] (sodium borohydride). Solvent: O (water), C1(=CC=CC=C1)C (toluene). Reaction conditions: time 3 hour. Yields the product BrC1=C2C=C(CC2=C(C=C1)Br)C (4,7-Dibromo-2-methyl-1H-indene). Isolated yield 98.4%. Reaction SMILES: [Br:1][C:2]1[CH:10]=[CH:9][C:8]([Br:11])=[C:7]2[C:3]=1[CH2:4][CH:5]([CH3:13])[C:6]2=O.[BH4-].[Na+].CO.OS(O)(=O)=O>C1(C)C=CC=CC=1.O>[Br:1][C:2]1[CH:10]=[CH:9][C:8]([Br:11])=[C:7]2[C:3]=1[CH:4]=[C:5]([CH3:13])[CH2:6]2 |f:1.2|. Procedure details: In a 250 ml round bottom flask 19.2 g (63 mmol) 4,7-Dibromo-2-methyl-indan-1-one were dissolved in 70 ml of toluene at 50° C. Then 2.63 g (1.1 eq.) sodium borohydride were added. At 50° C. 11 ml (4.3 eq.) methanol were added dropwise over a period of 30 min. Stirring was continued at 50° C. for 3 h (complete conversion) and then 50 ml water and 50 ml of 2M H2SO4 were added. The aqueous phase was extracted 2 times with 100 ml toluene. The combined organic layers were washed with 50 ml 2M H2SO4 an... Reactants: O=C([O-])[O-], COC(=O)Nc1cc(C(=O)c2cc(C)nc(Cl)c2)cc(-c2cccc3c2ccn3[Si](C(C)C)(C(C)C)C(C)C)c1, CB(O)O, [K+], [K+], C1COCCO1, O, c1ccc(P(c2ccccc2)(c2ccccc2)[Pd](P(c2ccccc2)(c2ccccc2)c2ccccc2)(P(c2ccccc2)(c2ccccc2)c2ccccc2)P(c2ccccc2)(c2ccccc2)c2ccccc2)cc1. Yields the product COC(=O)Nc1cc(C(=O)c2cc(C)nc(C)c2)cc(-c2cccc3c2ccn3[Si](C(C)C)(C(C)C)C(C)C)c1. RXN SMILES: [C:41](=[O:42])([O-:43])[O-:44].[CH3:1][O:2][C:3]([NH:4][c:5]1[cH:6][c:7]([C:30](=[O:31])[c:32]2[cH:33][c:34]([Cl:39])[n:35][c:36]([CH3:38])[cH:37]2)[cH:8][c:9](-[c:11]2[c:12]3[cH:13][cH:14][n:15]([Si:20]([CH:21]([CH3:22])[CH3:23])([CH:24]([CH3:25])[CH3:26])[CH:27]([CH3:28])[CH3:29])[c:16]3[cH:17][cH:18][cH:19]2)[cH:10]1)=[O:40].[CH3:47][B:48]([OH:49])[OH:50].[K+:45].[K+:46].[O:51]1[CH2:52][CH2:53][O:54][CH2:55][CH2:56]1.[OH2:57].[cH:58]1[cH:59][cH:60][c:61]([P:62]([Pd:63]([P:64]([c:65]2[cH:66][cH:67][cH:68][cH:69][cH:70]2)([c:71]2[cH:72][cH:73][cH:74][cH:75][cH:76]2)[c:77]2[cH:78][cH:79][cH:80][cH:81][cH:82]2)([P:83]([c:84]2[cH:85][cH:86][cH:87][cH:88][cH:89]2)([c:90]2[cH:91][cH:92][cH:93][cH:94][cH:95]2)[c:96]2[cH:97][cH:98][cH:99][cH:100][cH:101]2)[P:102]([c:103]2[cH:104][cH:105][cH:106][cH:107][cH:108]2)([c:109]2[cH:110][cH:111][cH:112][cH:113][cH:114]2)[c:115]2[cH:116][cH:117][cH:118][cH:119][cH:120]2)([c:121]2[cH:122][cH:123][cH:124][cH:125][cH:126]2)[c:127]2[cH:128][cH:129][cH:130][cH:131][cH:132]2)[cH:133][cH:134]1>>[CH3:1][O:2][C:3]([NH:4][c:5]1[cH:6][c:7]([C:30](=[O:31])[c:32]2[cH:33][c:34]([CH3:41])[n:35][c:36]([CH3:38])[cH:37]2)[cH:8][c:9](-[c:11]2[c:12]3[cH:13][cH:14][n:15]([Si:20]([CH:21]([CH3:22])[CH3:23])([CH:24]([CH3:25])[CH3:26])[CH:27]([CH3:28])[CH3:29])[c:16]3[cH:17][cH:18][cH:19]2)[cH:10]1)=[O:40]. Reactants: BrC1=C(N=CN1C)C1=NC=CC(=C1)C#N (2-(5-bromo-1-methyl-1H-imidazol-4-yl)pyridine-4-carbonitrile), FC1=C(C=C(C=C1)B(O)O)O (4-fluoro-3-hydroxyphenyl boronic acid). Yields the product FC1=C(C=C(C=C1)C1=C(N=CN1C)C1=NC=CC(=C1)C#N)O (2-[5-(4-fluoro-3-hydroxyphenyl)-1-methylimidazol-4-yl]pyridine-4-carbonitrile). Reaction SMILES: Br[C:2]1[N:6]([CH3:7])[CH:5]=[N:4][C:3]=1[C:8]1[CH:13]=[C:12]([C:14]#[N:15])[CH:11]=[CH:10][N:9]=1.[F:16][C:17]1[CH:22]=[CH:21][C:20](B(O)O)=[CH:19][C:18]=1[OH:26]>>[F:16][C:17]1[CH:22]=[CH:21][C:20]([C:2]2[N:6]([CH3:7])[CH:5]=[N:4][C:3]=2[C:8]2[CH:13]=[C:12]([C:14]#[N:15])[CH:11]=[CH:10][N:9]=2)=[CH:19][C:18]=1[OH:26]. Procedure: The title compound was prepared from 2-(5-bromo-1-methyl-1H-imidazol-4-yl)pyridine-4-carbonitrile (PREPARATION 2) and 4-fluoro-3-hydroxyphenyl boronic acid according to the procedure for the preparation of Example 3, part A. [M+H] Calc'd for C16H11FN4O, 295. Found, 295. The reactants are CSCCCO (3-(methylthio)propanol), C(CCC)P(CCCC)CCCC (tributylphosphine), N(=NC(=O)N1CCCCC1)C(=O)N1CCCCC1 (1,1′-(azodicarbonyl)dipiperidine), C1(CCCCC1)C(=O)C=1OC2=C(C1C)C=C(C=C2)O (Cyclohexyl(5-hydroxy-3-methyl-1-benzofuran-2-yl)methanone). Run in O1CCCC1 (tetrahydrofuran). Conditions: time 12 hour. The product is C1(CCCCC1)C(=O)C=1OC2=C(C1C)C=C(C=C2)OCCCSC (cyclohexyl{3-methyl-5-[3-(methylsulfanyl)propoxy]-1-benzofuran-2-yl}methanone). Isolated yield 95.0%. Reaction SMILES: [CH:1]1([C:7]([C:9]2[O:10][C:11]3[CH:18]=[CH:17][C:16]([OH:19])=[CH:15][C:12]=3[C:13]=2[CH3:14])=[O:8])[CH2:6][CH2:5][CH2:4][CH2:3][CH2:2]1.[CH3:20][S:21][CH2:22][CH2:23][CH2:24]O.C(P(CCCC)CCCC)CCC.N(C(N1CCCCC1)=O)=NC(N1CCCCC1)=O>O1CCCC1>[CH:1]1([C:7]([C:9]2[O:10][C:11]3[CH:18]=[CH:17][C:16]([O:19][CH2:24][CH2:23][CH2:22][S:21][CH3:20])=[CH:15][C:12]=3[C:13]=2[CH3:14])=[O:8])[CH2:2][CH2:3][CH2:4][CH2:5][CH2:6]1. Procedure details: Cyclohexyl(5-hydroxy-3-methyl-1-benzofuran-2-yl)methanone (2.4 g) synthesized in Example A82(3) was dissolved in tetrahydrofuran (50 mL), and 3-(methylthio)propanol (1.0 mL), tributylphosphine (4.7 mL) and 1,1′-(azodicarbonyl)dipiperidine (4.7 g) were added to the solution under ice-cooling. The ice bath was removed and the reaction mixture was stirred at room temperature for 12 hr. Hexane (50 mL) was added to the mixture, and the precipitate was filtered off through celite. Water was added to t... Reactants: Cl (hydrochloric acid), CC(CCC)(C)C=1C=C(C=O)C=C(C1O)C(CCC)(C)C (3,5-bis(1,1-dimethylbutyl)-4-hydroxybenzaldehyde), C(CC(=O)O)(=O)OCC (ethyl hydrogen malonate), N1CCCCC1 (piperidine). The solvent is O (water), N1=CC=CC=C1 (pyridine). Yields the product CC(CCC)(C)C=1C=C(C=CC(=O)OCC)C=C(C1O)C(CCC)(C)C (Ethyl 3,5-bis(1,1-dimethylbutyl)-4-hydroxycinnamate). Reaction SMILES: [CH3:1][C:2]([C:7]1[CH:8]=[C:9]([CH:12]=[C:13]([C:16]([CH3:21])([CH3:20])[CH2:17][CH2:18][CH3:19])[C:14]=1[OH:15])[CH:10]=O)([CH3:6])[CH2:3][CH2:4][CH3:5].[C:22]([O:28][CH2:29][CH3:30])(=[O:27])[CH2:23]C(O)=O.N1CCCCC1.Cl>O.N1C=CC=CC=1>[CH3:20][C:16]([C:13]1[CH:12]=[C:9]([CH:8]=[C:7]([C:2]([CH3:6])([CH3:1])[CH2:3][CH2:4][CH3:5])[C:14]=1[OH:15])[CH:10]=[CH:23][C:22]([O:28][CH2:29][CH3:30])=[O:27])([CH3:21])[CH2:17][CH2:18][CH3:19]. Reported procedure: Ethyl 3,5-bis(1,1-dimethylbutyl)-4-hydroxycinnamate was prepared by heating a mixture of 29 grams of 3,5-bis(1,1-dimethylbutyl)-4-hydroxybenzaldehyde, 40 grams of ethyl hydrogen malonate, 50 milliliters pyridine and 3 milliliters of piperidine at 90° to 95° C. for 7 hours. The reaction mixture was poured into a solution of 50 milliliters of concentrated hydrochloric acid in 100 milliliters of water. The oil which precipitated was separated by extraction with petroleum ether and the extract was s... Starting materials: C1(CC1)N (cyclopropyl amine), ClCCl (dichloromethane), C(C)OC(CC1=C(C=C(C=C1)C#CC1=CC=2C(CCC(C2C=C1)=O)(C)C)F)=O ([2-fluoro-4-(8,8-dimethyl-5-oxo-5,6,7,8-tetrahydro-naphthalene-2-ylethynyl)phenyl]acetic acid ethyl ester), C(C)OC(CC1=C(C=C(C=C1)C#CC1=CC=2C(CCC(C2C=C1)=O)(C)C)F)=O ([2-fluoro-4-(8,8-dimethyl-5-oxo-5,6,7,8-tetrahydro-naphthalene-2-ylethynyl)phenyl]acetic acid ethyl ester), C(#N)[BH3-].[Na+] (sodium cyanoborohydride). Run in C(C)#N (acetonitrile), C(C)(=O)OCC (ethyl acetate), C(C)(=O)O (acetic acid), CCCCCC (hexane). Yields the product FC1=C(C=CC(=C1)C#CC1=CC=2C(CCC(C2C=C1)=O)(C)C)CC(=O)O ([2-Fluoro-4-(8,8-dimethyl-5-oxo-5,6,7,8-tetrahydro-naphthalene-2-yl-ethynyl)phenyl]-acetic acid), oil. Isolated yield 73.0%. Reaction SMILES: C([O:3][C:4](=[O:28])[CH2:5][C:6]1[CH:11]=[CH:10][C:9]([C:12]#[C:13][C:14]2[CH:23]=[CH:22][C:21]3[C:20](=[O:24])[CH2:19][CH2:18][C:17]([CH3:26])([CH3:25])[C:16]=3[CH:15]=2)=[CH:8][C:7]=1[F:27])C.ClCCl.C1(N)CC1.C([BH3-])#N.[Na+]>CCCCCC.C(OCC)(=O)C.C(O)(=O)C.C(#N)C>[F:27][C:7]1[CH:8]=[C:9]([C:12]#[C:13][C:14]2[CH:23]=[CH:22][C:21]3[C:20](=[O:24])[CH2:19][CH2:18][C:17]([CH3:26])([CH3:25])[C:16]=3[CH:15]=2)[CH:10]=[CH:11][C:6]=1[CH2:5][C:4]([OH:28])=[O:3] |f:3.4|. Procedure details: Following general procedure G and using [2-fluoro-4-(8,8-dimethyl-5-oxo-5,6,7,8-tetrahydro-naphthalene-2-ylethynyl)phenyl]acetic acid ethyl ester (Compound 14, 0.258 g, 0.68 mmol), dichloromethane (4 mL), acetonitrile(2 mL), cyclopropyl amine(1 mL, 14.45 mmol), acetic acid (1 mL)and sodium cyanoborohydride (0.266 g, 4.23 mmol) followed by flash column chromatography over silica gel (230-400 mesh) using 16-20-25% ethyl acetate in hexane as the eluent, the title compound was obtained as a pale yel... The reactants are [N+](=O)([O-])C=1C=C(C=CC1)[C@H](C)N ((1S)-1-(3-nitrophenyl)ethanamine), [H][H] (hydrogen). Reagents/catalysts: [Pd] (palladium on carbon). Run in CO (methanol). Yields the product N[C@@H](C)C=1C=C(N)C=CC1 (3-[(1S)-1-aminoethyl]aniline). Yield: 99.9%. As a reaction SMILES: [N+:1]([C:4]1[CH:5]=[C:6]([C@@H:10]([NH2:12])[CH3:11])[CH:7]=[CH:8][CH:9]=1)([O-])=O.[H][H]>[Pd].CO>[NH2:12][C@H:10]([C:6]1[CH:5]=[C:4]([CH:9]=[CH:8][CH:7]=1)[NH2:1])[CH3:11]. Reported procedure: A mixture of (1S)-1-(3-nitrophenyl)ethanamine (13.1 g, 79.4 mmol) and 10% palladium on carbon (0.75 g) in methanol (250 mL) was stirred vigorously under an atmoshphere of hydrogen for 19 hours. After this time the mixture was filtered through a pad of Celite and the pad was washed with methanol (800 mL). The combined filtrates were concentrated under reduced pressure to give 3-[(1S)-1-aminoethyl]aniline as a brown solid (10.8 g, 100%). Starting materials: COC(CCCCC=1OC=C(N1)C1=C(C=CC=C1)NS(=O)(=O)C)=O (5-[4-(2-methanesulfonylamino-phenyl)-oxazol-2-yl]-pentanoic acid methyl ester), C1CCOC1 (THF), [OH-].[Na+] (NaOH). The solvent is CCO (EtOH). The product is CS(=O)(=O)NC1=C(C=CC=C1)C=1N=C(OC1)CCCCC(=O)O (5-[4-(2-Methanesulfonylamino-phenyl)-oxazol-2-yl]-pentanoic acid). RXN SMILES: C[O:2][C:3](=[O:24])[CH2:4][CH2:5][CH2:6][CH2:7][C:8]1[O:9][CH:10]=[C:11]([C:13]2[CH:18]=[CH:17][CH:16]=[CH:15][C:14]=2[NH:19][S:20]([CH3:23])(=[O:22])=[O:21])[N:12]=1.C1COCC1.[OH-].[Na+]>CCO>[CH3:23][S:20]([NH:19][C:14]1[CH:15]=[CH:16][CH:17]=[CH:18][C:13]=1[C:11]1[N:12]=[C:8]([CH2:7][CH2:6][CH2:5][CH2:4][C:3]([OH:24])=[O:2])[O:9][CH:10]=1)(=[O:21])=[O:22] |f:2.3|. Procedure: Combine 5-[4-(2-methanesulfonylamino-phenyl)-oxazol-2-yl]-pentanoic acid methyl ester (2.75 g, 7.8 mmol) with THF (3 mL), EtOH (3 mL) and 1N NaOH (20 mL) and stir at room temperature until hydrolysis is complete. Concentrate the mixture and dilute the residue with water and adjust to pH 3.0-3.5 with aq HCl. Extract the mixture with EtOAc and dry the extracts over Na2SO4 before concentrating. Chromatograph the residue over silica gel (EtOAc) to allow for recovery of 5-[4-(2-methanesulfonylamino-p... Starting materials: NC1=CC=CC=2C(C3=CC=CC=C3C(C12)=O)=O (1-amino-anthraquinone), C(=O)(Cl)Cl (phosgene), C(=O)(Cl)Cl (phosgene), C(=O)(Cl)Cl (phosgene). The solvent is ClC1=C(C=CC=C1)Cl (o-dichlorobenzene), ClC1=C(C=CC=C1)Cl (o-dichlorobenzene). Conditions: temperature 175 celsius, time 40 minute. Yields the product N(=C=O)C1=CC=CC=2C(C3=CC=CC=C3C(C12)=O)=O (1-Isocyanato-anthraquinone). Isolated yield 98.0%. As a reaction SMILES: [C:1](Cl)(Cl)=[O:2].[NH2:5][C:6]1[C:19]2[C:18](=[O:20])[C:17]3[C:12](=[CH:13][CH:14]=[CH:15][CH:16]=3)[C:11](=[O:21])[C:10]=2[CH:9]=[CH:8][CH:7]=1>ClC1C=CC=CC=1Cl>[N:5]([C:6]1[C:19]2[C:18](=[O:20])[C:17]3[C:12](=[CH:13][CH:14]=[CH:15][CH:16]=3)[C:11](=[O:21])[C:10]=2[CH:9]=[CH:8][CH:7]=1)=[C:1]=[O:2]. Reported procedure: 200 g of phosgene are dissolved in 650 g of o-dichlorobenzene at 5° C. A hot solution of 44.6 g (≈0.2 mol) of 1-amino-anthraquinone in o-dichlorobenzene is added dropwise to the phosgene solution in the course of 90 minutes. During this addition, the temperature in the reaction mixture is allowed to rise slowly up to 25° C. and a stream of phosgene is continuously passed through the reaction mixture. A yellow product precipitates. The mixture is then heated to 175° C. in the course of a further ... Reactants: ClC(Cl)(Cl)Cl, COc1ncc(I)cc1C, CC(C)(C#N)N=NC(C)(C)C#N, O=C1CCC(=O)N1Br. Yields the product COc1ncc(I)cc1CBr. As a reaction SMILES: [Cl:31][C:32]([Cl:33])([Cl:34])[Cl:35].[I:1][c:2]1[cH:3][c:4]([CH3:10])[c:5]([O:8][CH3:9])[n:6][cH:7]1.[N:19]#[C:20][C:21]([N:22]=[N:23][C:24]([C:25]#[N:26])([CH3:27])[CH3:28])([CH3:29])[CH3:30].[O:11]=[C:12]1[N:13]([Br:18])[C:14](=[O:15])[CH2:16][CH2:17]1>>[I:1][c:2]1[cH:3][c:4]([CH2:10][Br:18])[c:5]([O:8][CH3:9])[n:6][cH:7]1.